Dataset: the Open Reaction Database (ORD), a public repository of structured organic reaction records. Task: describe an organic reaction: reactants, conditions, products, and yield Reactants: CCNCC, [Na], C1COCCO1, OCCCl, O=C(O)c1cccc2sc3ccccc3c(=O)c12. Yields the product O=C(OCCO)c1cccc2sc3ccccc3c(=O)c12. RXN SMILES: [CH2:24]([NH:25][CH2:26][CH3:27])[CH3:28].[Na:1].[O:29]1[CH2:30][CH2:31][O:32][CH2:33][CH2:34]1.[OH:20][CH2:21][CH2:22][Cl:23].[c:2]1([C:17](=[O:18])[OH:19])[cH:3][cH:4][cH:5][c:6]2[s:7][c:8]3[cH:9][cH:10][cH:11][cH:12][c:13]3[c:14](=[O:16])[c:15]12>>[c:2]1([C:17](=[O:18])[O:19][CH2:22][CH2:21][OH:20])[cH:3][cH:4][cH:5][c:6]2[s:7][c:8]3[cH:9][cH:10][cH:11][cH:12][c:13]3[c:14](=[O:16])[c:15]12.